Dataset: the Open Reaction Database (ORD), a public repository of structured organic reaction records. Task: describe an organic reaction: reactants, conditions, products, and yield RXN SMILES: [F:1][c:2]1[c:3]([NH:9][c:10]2[c:11]([C:18](=[O:19])[OH:20])[cH:12][n:13]([CH3:17])[c:14](=[O:16])[cH:15]2)[cH:4][cH:5][c:6]([I:8])[cH:7]1.[F:27][C:28]([F:29])([F:30])[C:31]([O:32][c:33]1[c:34]([F:35])[c:36]([F:37])[c:38]([F:39])[c:40]([F:41])[c:42]1[F:43])=[O:44].[NH2:46][NH2:47].[O:48]=[CH:49][N:50]([CH3:51])[CH3:52].[OH2:45].[cH:21]1[cH:22][cH:23][n:24][cH:25][cH:26]1>>[F:1][c:2]1[c:3]([NH:9][c:10]2[c:11]([C:18](=[O:20])[NH:46][NH2:47])[cH:12][n:13]([CH3:17])[c:14](=[O:16])[cH:15]2)[cH:4][cH:5][c:6]([I:8])[cH:7]1. Yields the product Cn1cc(C(=O)NN)c(Nc2ccc(I)cc2F)cc1=O. Starting materials: Cn1cc(C(=O)O)c(Nc2ccc(I)cc2F)cc1=O, O=C(Oc1c(F)c(F)c(F)c(F)c1F)C(F)(F)F, NN, CN(C)C=O, O, c1ccncc1.